Dataset: the Open Reaction Database (ORD), a public repository of structured organic reaction records. Task: describe an organic reaction: reactants, conditions, products, and yield Reactants: Cl (hydrochloric acid), FC(CC(C#N)C#N)(C(C(C(F)F)(F)F)(F)F)F (2-(2,2,3,3,4,4,5,5-octafluoropentyl)malononitrile), FC(S(=O)(=O)OCC(C(C(F)(F)F)F)(F)F)(F)F (2,2,3,4,4,4-hexafluorobutyl trifluoromethanesulfonate), C([O-])([O-])=O.[K+].[K+] (potassium carbonate). The solvent is COCCOC (ethylene glycol dimethyl ether). Run at time 7 hour. Yields the product FC(CC(C#N)(C#N)CC(C(C(C(F)F)(F)F)(F)F)(F)F)(C(C(F)(F)F)F)F (2-(2,2,3,4,4,4-hexafluorobutyl)-2-(2,2,3,3,4,4,5,5-octafluoropentyl)malononitrile). The yield is 2.7%. Reaction SMILES: [F:1][C:2]([F:18])([C:9]([F:17])([F:16])[C:10]([F:15])([F:14])[CH:11]([F:13])[F:12])[CH2:3][CH:4]([C:7]#[N:8])[C:5]#[N:6].FC(F)(F)S(O[CH2:25][C:26]([F:34])([F:33])[CH:27]([F:32])[C:28]([F:31])([F:30])[F:29])(=O)=O.C(=O)([O-])[O-].[K+].[K+].Cl>COCCOC>[F:33][C:26]([F:34])([CH:27]([F:32])[C:28]([F:31])([F:30])[F:29])[CH2:25][C:4]([CH2:3][C:2]([F:18])([F:1])[C:9]([F:16])([F:17])[C:10]([F:14])([F:15])[CH:11]([F:13])[F:12])([C:7]#[N:8])[C:5]#[N:6] |f:2.3.4|. Reported procedure: 1.4 g of 2-(2,2,3,3,4,4,5,5-octafluoropentyl)malononitrile and 3.1 g of 2,2,3,4,4,4-hexafluorobutyl trifluoromethanesulfonate were dissolved in 10 ml of ethylene glycol dimethyl ether, 0.97 g of potassium carbonate was added, and the mixture was stirred at room temperature for 7 hours. Thereafter, dilute hydrochloric acid was added to the reaction mixture, followed by extraction with methyl tert-butyl ether. The organic layer was washed successively with water, aqueous saturated sodium hydrogen ... Reactants: COC1=CC=C(CN2N=CC3=C2N=CC=2CNCCC32)C=C1 (3-(4-methoxy-benzyl)-6,7,8,9-tetrahydro-3H-pyrazolo[3,4-c][2,7]naphthyridine), C1(=CC=CC=C1)N=C=O (phenyl isocyanate). Run in ClCCl (dichloromethane). Reaction conditions: time 1 hour. The product is COC1=CC=C(CN2N=CC3=C2N=CC=2CN(CCC32)C(=O)NC3=CC=CC=C3)C=C1 (3-(4-methoxybenzyl)-N-phenyl-8,9-dihydro-3H-pyrazolo[3,4-c][2,7]naphthyridine-7(6H)-carboxamide). As a reaction SMILES: [CH3:1][O:2][C:3]1[CH:22]=[CH:21][C:6]([CH2:7][N:8]2[C:12]3[N:13]=[CH:14][C:15]4[CH2:16][NH:17][CH2:18][CH2:19][C:20]=4[C:11]=3[CH:10]=[N:9]2)=[CH:5][CH:4]=1.[C:23]1([N:29]=[C:30]=[O:31])[CH:28]=[CH:27][CH:26]=[CH:25][CH:24]=1>ClCCl>[CH3:1][O:2][C:3]1[CH:4]=[CH:5][C:6]([CH2:7][N:8]2[C:12]3[N:13]=[CH:14][C:15]4[CH2:16][N:17]([C:30]([NH:29][C:23]5[CH:28]=[CH:27][CH:26]=[CH:25][CH:24]=5)=[O:31])[CH2:18][CH2:19][C:20]=4[C:11]=3[CH:10]=[N:9]2)=[CH:21][CH:22]=1. Reported procedure: To a solution of 3-(4-methoxy-benzyl)-6,7,8,9-tetrahydro-3H-pyrazolo[3,4-c][2,7]naphthyridine (0.075 g, 0.256 mmol) in dichloromethane (3 mL) was added phenyl isocyanate (31 μL, 0.281 mmol). The reaction mixture was shaken at room temperature for 1 hour. The solvent was then removed under reduced pressure to give 3-(4-methoxybenzyl)-N-phenyl-8,9-dihydro-3H-pyrazolo[3,4-c][2,7]naphthyridine-7(6H)-carboxamide as a tan solid (LCMS [M+H]:414), which was used for next step without further purificatio... The reactants are CC1(C)Cc2cccc(Oc3ccc(N)cc3)c2O1, CON(C)C(=O)Cl, CN(C)C=O. Yields the product CON(C)C(=O)Nc1ccc(Oc2cccc3c2OC(C)(C)C3)cc1. Reaction SMILES: [CH3:1][C:2]1([CH3:19])[O:3][c:4]2[c:5]([cH:7][cH:8][cH:9][c:10]2[O:11][c:12]2[cH:13][cH:14][c:15]([NH2:16])[cH:17][cH:18]2)[CH2:6]1.[CH3:20][O:21][N:22]([C:23](=[O:24])[Cl:25])[CH3:26].[CH3:27][N:28]([CH3:29])[CH:30]=[O:31]>>[CH3:1][C:2]1([CH3:19])[O:3][c:4]2[c:5]([cH:7][cH:8][cH:9][c:10]2[O:11][c:12]2[cH:13][cH:14][c:15]([NH:16][C:23]([N:22]([O:21][CH3:20])[CH3:26])=[O:24])[cH:17][cH:18]2)[CH2:6]1.